The task is: describe an organic reaction: reactants, conditions, products, and yield. This data is from the Open Reaction Database (ORD), a public repository of structured organic reaction records. Reactants: P(O)(O)(O)=O (phosphoric acid), ClC1=C(C=C(C=C1)NC(C)=O)O (2-chloro-5-acetylamino phenol), [N+](=O)(O)[O-] (nitric acid). Solvent: S(O)(O)(=O)=O (sulfuric acid), S(O)(O)(=O)=O (sulfuric acid). Conditions: temperature -30 celsius. The product is ClC1=C(C(=C(C=C1)NC(C)=O)[N+](=O)[O-])O (2-chloro-5-acetylamino-6-nitro phenol). As a reaction SMILES: [Cl:1][C:2]1[CH:7]=[CH:6][C:5]([NH:8][C:9](=[O:11])[CH3:10])=[CH:4][C:3]=1[OH:12].P(=O)(O)(O)O.[N+:18]([O-])([OH:20])=[O:19]>S(=O)(=O)(O)O>[Cl:1][C:2]1[CH:7]=[CH:6][C:5]([NH:8][C:9](=[O:11])[CH3:10])=[C:4]([N+:18]([O-:20])=[O:19])[C:3]=1[OH:12]. Reported procedure: 0.23 mole (43 g) of 2-chloro-5-acetylamino phenol is dissolved, with agitation, in 500 cc of sulfuric acid (d=1.83) at a temperature of about +5° C. There are then added 15 cc of phosphoric acid and the resulting reaction medium is cooled to -30° C. There are then slowly added, over a 35 minute period, while vigorously agitating, 9.7 cc of nitric acid (d=1.52) in 1.5 cc of sulfuric acid (d=1.83). The reaction mixture is then poured over 3 kgs of shaved ice to precipitate the desired product whic...